This data is from the Open Reaction Database (ORD), a public repository of structured organic reaction records. The task is: describe an organic reaction: reactants, conditions, products, and yield As a reaction SMILES: [CH3:1][S:2]([O:3][CH2:4][CH:7]1[CH:8]([n:21]2[c:22](=[O:32])[cH:23][c:24]([C:27](=[O:28])[O:29][CH2:30][CH3:31])[cH:25][cH:26]2)[c:9]2[c:10]([cH:15][cH:16][c:17]([C:19]#[N:20])[cH:18]2)[O:11][C:12]1([CH3:13])[CH3:14])(=[O:5])=[O:6].[CH3:33][C:34]([CH3:35])([O-:36])[CH3:37].[K+:38].[O:39]1[CH2:40][CH2:41][CH2:42][CH2:43]1>>[CH:7]1=[C:8]([n:21]2[c:22](=[O:32])[cH:23][c:24]([C:27](=[O:28])[O:29][CH2:30][CH3:31])[cH:25][cH:26]2)[c:9]2[c:10]([cH:15][cH:16][c:17]([C:19]#[N:20])[cH:18]2)[O:11][C:12]1([CH3:13])[CH3:14]. Product: CCOC(=O)c1ccn(C2=CC(C)(C)Oc3ccc(C#N)cc32)c(=O)c1. Reactants: CCOC(=O)c1ccn(C2c3cc(C#N)ccc3OC(C)(C)C2COS(C)(=O)=O)c(=O)c1, CC(C)(C)[O-], [K+], C1CCOC1.